From a dataset of the Open Reaction Database (ORD), a public repository of structured organic reaction records. describe an organic reaction: reactants, conditions, products, and yield Reaction SMILES: [NH2:1][C@H:2]([C:8]([OH:10])=O)[CH2:3][CH2:4][C:5]([OH:7])=[O:6].C1(C)C(S(O)(=O)=O)=CC=CC=1.[CH2:22]([O:29][C:30](=[O:39])[CH2:31][NH:32][C:33]1[CH:38]=[CH:37][CH:36]=[CH:35][CH:34]=1)[C:23]1[CH:28]=[CH:27][CH:26]=[CH:25][CH:24]=1.C(N1CCOCC1)C.C1(N=C=NC2CCCCC2)CCCCC1>ClCCl.CN(C=O)C.ClCCl>[CH2:22]([O:29][C:30](=[O:39])[CH2:31][N:32]([C:8](=[O:10])[C@H:2]([CH2:3][CH2:4][C:5](=[O:6])[OH:7])[NH2:1])[C:33]1[CH:38]=[CH:37][CH:36]=[CH:35][CH:34]=1)[C:23]1[CH:24]=[CH:25][CH:26]=[CH:27][CH:28]=1 |f:1.2,5.6|. Reported procedure: A solution of 20 mmoles of pyro-L-glutamic acid and 20 mmoles phenylglycine benzyl ester toluene sulfonic acid, neutrallized with N-ethyl morpholine, in dichloromethane:DMF (4:1) is cooled in an ice bath with stirring. A solution of 20 mmoles of dicyclohexylcarbodiimide in dichloromethane is added to the above reaction mixture. The reaction mixture is stirred in an ice water bath for 1 hour and then at room temperature overnight. Dicyclohexylurea is removed by filtration and the product is washe... Starting materials: C1(CCCCC1)N=C=NC1CCCCC1 (dicyclohexylcarbodiimide), N[C@@H](CCC(=O)O)C(=O)O (L-glutamic acid), C=1(C(=CC=CC1)S(=O)(=O)O)C.C(C1=CC=CC=C1)OC(CNC1=CC=CC=C1)=O (phenylglycine benzyl ester toluene sulfonic acid), C(C)N1CCOCC1 (N-ethyl morpholine). Solvent: ClCCl (dichloromethane), ClCCl.CN(C)C=O (dichloromethane DMF). The product is C(C1=CC=CC=C1)OC(CN(C1=CC=CC=C1)C([C@@H](N)CCC(O)=O)=O)=O (L-glutamyl-phenylglycine benzyl ester).